This data is from the Open Reaction Database (ORD), a public repository of structured organic reaction records. The task is: describe an organic reaction: reactants, conditions, products, and yield Reactants: BrC=1C(=C(NC1Br)C1=CC=C(C=C1)C(F)(F)F)C#N (4,5-dibromo-2-(α,α,α-trifluoro-p-tolyl)pyrrole-3-carbonitrile), CC(C)([O-])C.[K+] (potassium t-butoxide), CSCCl (chloromethyl methyl thioether). Run in O (water), CCOCC (ether), O1CCCC1 (tetrahydrofuran). Reaction conditions: temperature 25 celsius. The product is BrC=1C(=C(N(C1Br)CSC)C1=CC=C(C=C1)C(F)(F)F)C#N (4,5-dibromo-1[(methylthio)methyl]-2-(α,α,α-trifluoro-p-tolyl)pyrrole-3-carbonitrile). RXN SMILES: [Br:1][C:2]1[C:3]([C:18]#[N:19])=[C:4]([C:8]2[CH:13]=[CH:12][C:11]([C:14]([F:17])([F:16])[F:15])=[CH:10][CH:9]=2)[NH:5][C:6]=1[Br:7].CC(C)([O-])C.[K+].[CH3:26][S:27][CH2:28]Cl>O1CCCC1.O.CCOCC>[Br:1][C:2]1[C:3]([C:18]#[N:19])=[C:4]([C:8]2[CH:13]=[CH:12][C:11]([C:14]([F:15])([F:17])[F:16])=[CH:10][CH:9]=2)[N:5]([CH2:26][S:27][CH3:28])[C:6]=1[Br:7] |f:1.2|. Reported procedure: A solution of 4,5-dibromo-2-(α,α,α-trifluoro-p-tolyl)pyrrole-3-carbonitrile (0.56 g, 1.42 mmol) in dry tetrahydrofuran, under nitrogen, is treated portion-wise with potassium t-butoxide (0.21 g, 1.81 mmol), stirred at 25° C. for 3/4 hour, treated dropwise with chloromethyl methyl thioether (0.18 g, 1.81 mmol), stirred at room temperature for 16 hours, heated at 49°-60° C. until reaction is complete by thin layer chromatography. The reaction mixture is diluted with water and ether. The phases are... Reactants: FC=1C=C(C(=O)C2CN(C2)C(=O)OC(C)(C)C)C=C(C1)F (tert-butyl 3-(3,5-difluorobenzoyl)azetidine-1-carboxylate), C(C)(C)(C)[Mg]Cl (tert-butyl magnesium chloride), [NH4+].[Cl-] (NH4Cl). Solvent: C1CCOC1 (THF). Conditions: temperature -78 celsius, time 3.5 hour. The product is FC=1C=C(C=C(C1)F)C(C(C)(C)C)(O)C1CN(C1)C(=O)OC(C)(C)C (tert-butyl 3-[1-(3,5-difluorophenyl)-1-hydroxy-2,2-dimethylpropyl]azetidine-1-carboxylate). Reaction SMILES: [F:1][C:2]1[CH:3]=[C:4]([CH:18]=[C:19]([F:21])[CH:20]=1)[C:5]([CH:7]1[CH2:10][N:9]([C:11]([O:13][C:14]([CH3:17])([CH3:16])[CH3:15])=[O:12])[CH2:8]1)=[O:6].[C:22]([Mg]Cl)([CH3:25])([CH3:24])[CH3:23].[NH4+].[Cl-]>C1COCC1>[F:1][C:2]1[CH:3]=[C:4]([C:5]([CH:7]2[CH2:10][N:9]([C:11]([O:13][C:14]([CH3:15])([CH3:16])[CH3:17])=[O:12])[CH2:8]2)([OH:6])[C:22]([CH3:25])([CH3:24])[CH3:23])[CH:18]=[C:19]([F:21])[CH:20]=1 |f:2.3|. Reported procedure: To a solution of 3.07 g (10.34 mmol) of tert-butyl 3-(3,5-difluorobenzoyl)azetidine-1-carboxylate in 20 mL of THF, 36.19 mL (36.19 mmol) of tert-butyl magnesium chloride was added and stirred for 3.5 h at −78° C. To the solution was added 8 mL of aq. NH4Cl and the solution was filtered to remove the solid. The filtrate was washed with ether. The combined organic layer was concentrated to remove solvents and residue was purified by silica gel chromatography with hexanes/ethyl acetate to afford th... Reactants: N1=CC=C(C=C1)N1CCC(CC1)COC(=O)NNC=1C(=CC=CC1)N (N1-[[1-(4-pyridyl)piperidin-4-yl]methoxycarbonylamino]-1,2-benzenediamine), BrC=1C=C(C(=O)Cl)C=CC1 (3-bromobenzoyl chloride). Product: O.Cl.BrC=1C=C(C(=O)NC=2C(=CC=CC2)NNC(=O)OCC2CCN(CC2)C2=CC=NC=C2)C=CC1 (N1-(3-Bromobenzoyl)-N2-[[1-(4-pyridyl)piperidin-4-yl]methoxycarbonylamino]-1,2-benzenediamine hydrochloride hydrate). The yield is 114.4%. Reaction SMILES: [N:1]1[CH:6]=[CH:5][C:4]([N:7]2[CH2:12][CH2:11][CH:10]([CH2:13][O:14][C:15]([NH:17][NH:18][C:19]3[C:20]([NH2:25])=[CH:21][CH:22]=[CH:23][CH:24]=3)=[O:16])[CH2:9][CH2:8]2)=[CH:3][CH:2]=1.[Br:26][C:27]1[CH:28]=[C:29]([CH:33]=[CH:34][CH:35]=1)[C:30]([Cl:32])=[O:31]>>[OH2:14].[ClH:32].[Br:26][C:27]1[CH:28]=[C:29]([CH:33]=[CH:34][CH:35]=1)[C:30]([NH:25][C:20]1[C:19]([NH:18][NH:17][C:15]([O:14][CH2:13][CH:10]2[CH2:9][CH2:8][N:7]([C:4]3[CH:5]=[CH:6][N:1]=[CH:2][CH:3]=3)[CH2:12][CH2:11]2)=[O:16])=[CH:24][CH:23]=[CH:22][CH:21]=1)=[O:31] |f:2.3.4|. Procedure details: Using the procedure described in Example 48, Part C, N1-[[1-(4-pyridyl)piperidin-4-yl]methoxycarbonylamino]-1,2-benzenediamine (0.61 mmol) and 3-bromobenzoyl chloride (1.2 mmol) yielded 202 mg (60%) of the title compound. Starting materials: O.NC1=NN=NN1 (5-aminotetrazole monohydrate), C(C)OC(OCC)OCC (triethoxymethane). Conditions: temperature 100 celsius, time 4 hour. Yields the product C(C)OC=NC1=NN=NN1 (5-(ethoxymethyleneamino)tetrazole). Reaction SMILES: O.[NH2:2][C:3]1[NH:7][N:6]=[N:5][N:4]=1.[CH2:8]([O:10][CH:11](OCC)OCC)[CH3:9]>>[CH2:8]([O:10][CH:11]=[N:2][C:3]1[NH:7][N:6]=[N:5][N:4]=1)[CH3:9] |f:0.1|. Procedure: A mixture of 25 g of 5-aminotetrazole monohydrate and 356 g of triethoxymethane was heated under nitrogen with stirring at 100° C. for 4 hours during which time a distillate was collected. Then, 30 ml of cyclohexane was added and the mixture was cooled first to room temperature and then briefly with an ice-water bath. The white crystals which formed were separated by filtration and vacuum oven dried to give 5-(ethoxymethyleneamino)tetrazole. Reactants: BrC=1C=C(C=C(C1O)[N+](=O)[O-])C(C(=O)OCC)CC(C)C (ethyl 2-(3-bromo-4-hydroxy-5-nitrophenyl)-4-methylpentanoate), O (water), C(=O)([O-])[O-].[Cs+].[Cs+] (Cs2CO3), C1(CC1)CBr (cyclopropylmethyl bromide). The solvent is CS(=O)C (DMSO). Reaction conditions: time 15 minute. Product: BrC=1C=C(C=C(C1OCC1CC1)[N+](=O)[O-])C(C(=O)OCC)CC(C)C (ethyl 2-(3-bromo-4-(cyclopropylmethoxy)-5-nitrophenyl)-4-methylpentanoate). Isolated yield 64.3%. Reaction SMILES: [Br:1][C:2]1[CH:3]=[C:4]([CH:12]([CH2:18][CH:19]([CH3:21])[CH3:20])[C:13]([O:15][CH2:16][CH3:17])=[O:14])[CH:5]=[C:6]([N+:9]([O-:11])=[O:10])[C:7]=1[OH:8].C([O-])([O-])=O.[Cs+].[Cs+].[CH:28]1([CH2:31]Br)[CH2:30][CH2:29]1.O>CS(C)=O>[Br:1][C:2]1[CH:3]=[C:4]([CH:12]([CH2:18][CH:19]([CH3:20])[CH3:21])[C:13]([O:15][CH2:16][CH3:17])=[O:14])[CH:5]=[C:6]([N+:9]([O-:11])=[O:10])[C:7]=1[O:8][CH2:31][CH:28]1[CH2:30][CH2:29]1 |f:1.2.3|. Reported procedure: A solution of ethyl 2-(3-bromo-4-hydroxy-5-nitrophenyl)-4-methylpentanoate (4.1 g, 11.26 mmol) was taken in 50 ml of DMSO and to it added Cs2CO3 (3.02 g, 12.39 mmol). The reaction mixture was stirred at room temperature for 15 minutes and then added cyclopropylmethyl bromide (1.67 g, 12.39 mmol) dropwise. After completion of addition, the reaction mixture was stirred at 70° C. for 4 h. After completion of the reaction, it was poured into water (200 ml) and extracted with ethyl acetate (100 ml×3)... The reactants are C(C)NCC (diethylamine), ClC(C(C(C(C(C)(C)C)=O)N1N=CN=C1)Cl)(Cl)Cl (1,1,1,2-tetrachloro-3-(1,2,4-triazol-1-yl)-5,5-dimethyl-hexan-4-one). Solvent: O1CCCC1 (tetrahydrofuran). Reaction conditions: time 3 hour. The product is ClC(C(C(C(C(C)(C)C)=O)N1N=CN=C1)N(CC)CC)(Cl)Cl (1,1,1-trichloro-2-diethylamino-3-(1,2,4-triazol-1-yl)-5,5-dimethyl-hexan-4-one). Reaction SMILES: [CH2:1]([NH:3][CH2:4][CH3:5])[CH3:2].[Cl:6][C:7]([Cl:23])([Cl:22])[CH:8](Cl)[CH:9]([N:16]1[CH:20]=[N:19][CH:18]=[N:17]1)[C:10](=[O:15])[C:11]([CH3:14])([CH3:13])[CH3:12]>O1CCCC1>[Cl:6][C:7]([Cl:23])([Cl:22])[CH:8]([N:3]([CH2:4][CH3:5])[CH2:1][CH3:2])[CH:9]([N:16]1[CH:20]=[N:19][CH:18]=[N:17]1)[C:10](=[O:15])[C:11]([CH3:14])([CH3:13])[CH3:12]. Procedure details: 14.6 g (0.2 mol) of diethylamine were slowly added dropwise to 33.4 g (0.1 mol) of 1,1,1,2-tetrachloro-3-(1,2,4-triazol-1-yl)-5,5-dimethyl-hexan-4-one (Example 3) in 150 ml of tetrahydrofuran at room temperature. The mixture was then subsequently stirred at 50°-60° C. for 3 hours. The diethylamine hydrochloride which had precipitated was filtered off and the filtrate was concentrated in vacuo. According to thin layer chromatography of the residue over silica gel 60 (Merck, particle size 0.063-0.... The reactants are O=C([O-])[O-], CN(C)C=O, C=C(Cl)CCl, N#CNc1cccc(C(F)(F)F)c1, [I-], [K+], [K+], [K+], O. Product: C=C(Cl)CN(C#N)c1cccc(C(F)(F)F)c1. As a reaction SMILES: [C:14](=[O:15])([O-:16])[O-:17].[CH3:27][N:28]([CH3:29])[CH:30]=[O:31].[Cl:22][C:23](=[CH2:24])[CH2:25][Cl:26].[F:1][C:2]([c:3]1[cH:4][c:5]([NH:9][C:10]#[N:11])[cH:6][cH:7][cH:8]1)([F:12])[F:13].[I-:21].[K+:18].[K+:19].[K+:20].[OH2:32]>>[F:1][C:2]([c:3]1[cH:4][c:5]([N:9]([C:10]#[N:11])[CH2:25][C:23]([Cl:22])=[CH2:24])[cH:6][cH:7][cH:8]1)([F:12])[F:13].